From a dataset of the Open Reaction Database (ORD), a public repository of structured organic reaction records. describe an organic reaction: reactants, conditions, products, and yield The reactants are ClC1=CC=C(C=C1)C1C(N=C(N1)C1=C(C=C(C=C1)OC)OCC)C1CCCCC1 (5-(4-Chloro-phenyl)-4-cyclohexyl-2-(2-ethoxy-4-methoxy-phenyl)-4,5-dihydro-1H-imidazole), ClC1=CC=C(C=C1)C1C(N=C(N1C(=O)N1CCN(CC1)C)C1=C(C=C(C=C1)OC)OCC)CC1CCCC1 ([5-(4-chloro-phenyl)-4-cyclopentylmethyl-2-(2-ethoxy-4-methoxy-phenyl)-4,5-dihydro-imidazol-1-yl]-(4-methyl-piperazin-1-yl)-methanone). Product: ClC1=CC=C(C=C1)C1C(N=C(N1C(=O)N1CCC(CC1)N1CCCC1)C1=C(C=C(C=C1)OC)OCC)C1CCCCC1 ([5-(4-Chloro-phenyl)-4-cyclohexyl-2-(2-ethoxy-4-methoxy-phenyl)-4,5-dihydro-imidazol-1-yl]-(4-pyrrolidin-1-yl-piperidin-1-yl)-methanone). RXN SMILES: ClC1C=C[C:5]([CH:8]2[NH:12][C:11]([C:13]3C=CC(OC)=[CH:15][C:14]=3OCC)=N[CH:9]2[CH:24]2CCCCC2)=CC=1.[Cl:30][C:31]1[CH:36]=[CH:35][C:34]([CH:37]2[N:41]([C:42]([N:44]3CCN(C)C[CH2:45]3)=[O:43])[C:40]([C:51]3[CH:56]=[CH:55][C:54]([O:57][CH3:58])=[CH:53][C:52]=3[O:59][CH2:60][CH3:61])=[N:39][CH:38]2[CH2:62][CH:63]2[CH2:67][CH2:66][CH2:65][CH2:64]2)=[CH:33][CH:32]=1>>[Cl:30][C:31]1[CH:36]=[CH:35][C:34]([CH:37]2[N:41]([C:42]([N:44]3[CH2:24][CH2:9][CH:8]([N:12]4[CH2:15][CH2:14][CH2:13][CH2:11]4)[CH2:5][CH2:45]3)=[O:43])[C:40]([C:51]3[CH:56]=[CH:55][C:54]([O:57][CH3:58])=[CH:53][C:52]=3[O:59][CH2:60][CH3:61])=[N:39][CH:38]2[CH:62]2[CH2:63][CH2:64][CH2:65][CH2:66][CH2:67]2)=[CH:33][CH:32]=1. Reported procedure: [5-(4-Chloro-phenyl)-4-cyclohexyl-2-(2-ethoxy-4-methoxy-phenyl)-4,5-dihydro-imidazol-1-yl]-(4-pyrrolidin-1-yl-piperidin-1-yl)-methanone was prepared from 5-(4-chloro-phenyl)-4-cyclohexyl-2-(2-ethoxy-4-methoxy-phenyl)-4,5-dihydro-1H-imidazole (Example 11) in an analogous manner as described for the preparation of [5-(4-chloro-phenyl)-4-cyclopentylmethyl-2-(2-ethoxy-4-methoxy-phenyl)-4,5-dihydro-imidazol-1-yl]-(4-methyl-piperazin-1-yl)-methanone (Example 24). HR-MS (ES, m/z) observed 593.3260, cal... Reactants: FC1=CC=C(C=C1)C1CN(C1)C(C1=CC=CC=C1)C1=CC=CC=C1 (3(4-Fluorophenyl)-1-(diphenylmethyl)azetidine), C(=O)(Cl)Cl (phosgene). Run in ClCCl (dichloromethane), C1(=CC=CC=C1)C (toluene). Reaction conditions: time 90 minute. Product: FC1=CC=C(C=C1)C1CN(C1)C(=O)NCC=C (3-(4-Fluoropbenyl)-N-(2-propenyl)azetidine-1-carboxamide). RXN SMILES: [F:1][C:2]1[CH:7]=[CH:6][C:5]([CH:8]2[CH2:11][N:10](C(C3C=CC=CC=3)C3C=CC=CC=3)[CH2:9]2)=[CH:4][CH:3]=1.[C:25](Cl)(Cl)=[O:26]>ClCCl.C1(C)C=CC=CC=1>[F:1][C:2]1[CH:3]=[CH:4][C:5]([CH:8]2[CH2:9][N:10]([C:25]([NH:10][CH2:9][CH:8]=[CH2:5])=[O:26])[CH2:11]2)=[CH:6][CH:7]=1. Procedure details: To a stirred solution of 3-(4-fluorophenyl)-N-(diphenylnethyl)azetidine (17) (0.67 g) in dichloromethane (5 mL) at 0° C. was added dropwise a solution of 20% phosgene in toluene (2.5 mL). The mixture was stirred for 90 minutes then concentrated in vacuo. To the concentrate was added dichloromethafe (5 mL) and to this solution at 0° C. was added, dropwise, with stirring, allylamine (0.5 mL). The mixture was stirred for 18 hrs at room temperature, diluted with dichloromethane (20 mL), washed (wate... Reactants: CN(/C=C/C(=O)C1=NN(C=CC1=O)C1=CC(=CC=C1)S(=O)(=O)C)C (3-((E)-3-dimethylamino-acryloyl)-1-(3-methansulfonyl-phenyl)-1H-pyridazin-4-one), C1(=CC=C(C=C1)NN)C (p-tolyl-hydrazine). Yields the product CS(=O)(=O)C=1C=C(C=CC1)N1N=C(C(C=C1)=O)C=1N(N=CC1)C1=CC=C(C=C1)C (1-(3-Methanesulfonyl-phenyl)-3-(2-p-tolyl-2H-pyrazol-3-yl)-1H-pyridazin-4-one). RXN SMILES: C[N:2](C)/[CH:3]=[CH:4]/[C:5]([C:7]1[C:12](=[O:13])[CH:11]=[CH:10][N:9]([C:14]2[CH:19]=[CH:18][CH:17]=[C:16]([S:20]([CH3:23])(=[O:22])=[O:21])[CH:15]=2)[N:8]=1)=O.[C:25]1([CH3:33])[CH:30]=[CH:29][C:28]([NH:31]N)=[CH:27][CH:26]=1>>[CH3:23][S:20]([C:16]1[CH:15]=[C:14]([N:9]2[CH:10]=[CH:11][C:12](=[O:13])[C:7]([C:5]3[N:31]([C:28]4[CH:29]=[CH:30][C:25]([CH3:33])=[CH:26][CH:27]=4)[N:2]=[CH:3][CH:4]=3)=[N:8]2)[CH:19]=[CH:18][CH:17]=1)(=[O:22])=[O:21]. Procedure: Reaction of 3-((E)-3-dimethylamino-acryloyl)-1-(3-methansulfonyl-phenyl)-1H-pyridazin-4-one (A-7) and p-tolyl-hydrazine according to example 43 gave the desired product. MS: M=407.3 (M+H)+ RXN SMILES: [Cl:1][C:2]1[C:11]2[C:6](=[CH:7][CH:8]=[C:9]([CH:12]([C:14]3[C:15]([CH3:21])=[N:16]C(C)=[CH:18][CH:19]=3)[OH:13])[CH:10]=2)[N:5]=[C:4]([O:22][CH3:23])[C:3]=1[CH2:24][C:25]1[CH:30]=[CH:29][C:28]([C:31]([F:34])([F:33])[F:32])=[CH:27][CH:26]=1.[Li]CCCC.CC1C(C=O)=C(C)[O:43]N=1>C1COCC1>[Cl:1][C:2]1[C:11]2[C:6](=[CH:7][CH:8]=[C:9]([CH:12]([C:14]3[C:15]([CH3:21])=[N:16][O:43][C:19]=3[CH3:18])[OH:13])[CH:10]=2)[N:5]=[C:4]([O:22][CH3:23])[C:3]=1[CH2:24][C:25]1[CH:26]=[CH:27][C:28]([C:31]([F:34])([F:32])[F:33])=[CH:29][CH:30]=1. Reactants: CC1=NOC(=C1C=O)C (3,5-dimethylisoxazole-4-carbaldehyde), ClC1=C(C(=NC2=CC=C(C=C12)C(O)C=1C(=NC(=CC1)C)C)OC)CC1=CC=C(C=C1)C(F)(F)F ((4-Chloro-2-methoxy-3-(4-(trifluoromethyl)benzyl)quinolin-6-yl)(2,6-dimethylpyridin-3-yl)methanol), ClC1=C(C(=NC2=CC=C(C=C12)C(O)C=1C(=NC(=CC1)C)C)OC)CC1=CC=C(C=C1)C(F)(F)F ((4-Chloro-2-methoxy-3-(4-(trifluoromethyl)benzyl)quinolin-6-yl)(2,6-dimethylpyridin-3-yl)methanol), [Li]CCCC (n-BuLi). Solvent: C1CCOC1 (THF), C1CCOC1 (THF). The product is ClC1=C(C(=NC2=CC=C(C=C12)C(O)C=1C(=NOC1C)C)OC)CC1=CC=C(C=C1)C(F)(F)F ((4-Chloro-2-methoxy-3-(4-(trifluoromethyl)benzyl)quinolin-6-yl)(3,5-dimethylisoxazol-4-yl)methanol). Procedure details: To a flask containing 6-bromo-4-chloro-2-methoxy-3-(4-(trifluoromethyl)benzyl)quinoline (2.0 g, 4.64 mmol, Intermediate 12: step d) was added THF (65 mL) and the solution was cooled to −78° C. n-BuLi (2.5 M in hexanes, 2.1 mL, 5.25 mmol) was added dropwise producing a dark reddish-brown mixture. After 2 minutes, a THF solution of 3,5-dimethylisoxazole-4-carbaldehyde (700 mg, 5.63 mmol in 2 mL THF) was introduced. The reaction mixture immediately became a homogeneous yellow solution. After 25 min... Run at time 2 minute. Reaction SMILES: [C:41]([O:42][BH-:43]([O:44][C:45](=[O:46])[CH3:47])[O:48][C:49](=[O:50])[CH3:51])(=[O:52])[CH3:53].[C:55](=[O:56])([O-:57])[OH:58].[CH3:1][c:2]1[c:3](=[O:15])[n:4]([CH2:12][CH:13]=[O:14])[c:5]2[cH:6][cH:7][cH:8][cH:9][c:10]2[cH:11]1.[CH3:60][C:61](=[O:62])[OH:63].[CH:64]([Cl:65])([Cl:66])[Cl:67].[Na+:54].[Na+:59].[O:16]1[CH2:17][CH2:18][O:19][c:20]2[c:21]1[cH:22][cH:23][c:24]([CH2:26][N:27]([C:28]([O:29][C:30]([CH3:31])([CH3:32])[CH3:33])=[O:34])[CH:35]1[CH2:36][CH2:37][NH:38][CH2:39][CH2:40]1)[cH:25]2>>[CH3:1][c:2]1[c:3](=[O:15])[n:4]([CH2:12][CH2:13][N:38]2[CH2:37][CH2:36][CH:35]([N:27]([CH2:26][c:24]3[cH:23][cH:22][c:21]4[c:20]([cH:25]3)[O:19][CH2:18][CH2:17][O:16]4)[C:28]([O:29][C:30]([CH3:31])([CH3:32])[CH3:33])=[O:34])[CH2:40][CH2:39]2)[c:5]2[cH:6][cH:7][cH:8][cH:9][c:10]2[cH:11]1. Starting materials: CC(=O)O[BH-](OC(C)=O)OC(C)=O, O=C([O-])O, Cc1cc2ccccc2n(CC=O)c1=O, CC(=O)O, ClC(Cl)Cl, [Na+], [Na+], CC(C)(C)OC(=O)N(Cc1ccc2c(c1)OCCO2)C1CCNCC1. Product: Cc1cc2ccccc2n(CCN2CCC(N(Cc3ccc4c(c3)OCCO4)C(=O)OC(C)(C)C)CC2)c1=O. The product is BrC=1C=C(C=C(C1O)Br)N1C(C=CC1=O)=O (N-(3,5-dibromo-4-hydroxyphenyl) maleimide). Reaction conditions: time 3 hour. The yield is 75.7%. Starting materials: CN(C=O)C (dimethylformamide), O=P12OP3(=O)OP(=O)(O1)OP(=O)(O2)O3 (phosphorus pentoxide), S(=O)(=O)([O-])[O-].[Na+].[Na+] (sodium sulfate), BrC=1C=C(C=C(C1O)Br)NC(\C=C/C(=O)O)=O (N-(3,5-dibromo-4-hydroxyphenyl) maleamic acid). Procedure: In a reactor, 70 ml of dimethylformamide, 8.3 g (0.058 moles) of phosphorus pentoxide and 7.1 g (0.05 moles) of sodium sulfate were charged, to which 36.5 g (0.10 mole) of N-(3,5-dibromo-4-hydroxyphenyl) maleamic acid were gradually added at 25° C. with vigorous stirring. Thereafter, the reaction was continued at 60° C. for 3 hours. After cooling to room temperature, the resulting reaction mixture was added with water to precipitate N-(3,5-dibromo-4-hydroxyphenyl) maleimide in the form of crysta... RXN SMILES: CN(C)C=O.O=P12OP3(OP(OP(O3)(O1)=O)(=O)O2)=O.S([O-])([O-])(=O)=O.[Na+].[Na+].[Br:27][C:28]1[CH:29]=[C:30]([NH:36][C:37](=[O:43])/[CH:38]=[CH:39]\[C:40]([OH:42])=O)[CH:31]=[C:32]([Br:35])[C:33]=1[OH:34]>O>[Br:27][C:28]1[CH:29]=[C:30]([N:36]2[C:37](=[O:43])[CH:38]=[CH:39][C:40]2=[O:42])[CH:31]=[C:32]([Br:35])[C:33]=1[OH:34] |f:2.3.4|. Run in O (water).